This data is from the Open Reaction Database (ORD), a public repository of structured organic reaction records. The task is: describe an organic reaction: reactants, conditions, products, and yield Reactants: C1(CCCCCC1)CC1=C(N=C(N1)C1=CC2=CC=CC=C2C=C1)C(=O)O (5-Cycloheptylmethyl-2-naphthalen-2-yl-1H-imidazole-4-carboxylic Acid), C(C1=CC=CC=C1)OC(C1=CC(C(=O)OCC2=CC=CC=C2)=CC(=C1)N)=O (5-amino-isophthalic acid dibenzyl ester), ON1N=NC2=C1C=CC=C2 (1-hydroxybenzotriazole), Cl.CN(CCCN=C=NCC)C (3-dimethylaminopropyl-3-ethylcarbodiimide hydrochloride), Cl (hydrochloric acid). The reagents and catalysts are CN(C1=CC=NC=C1)C (4-dimethylaminopyridine). The solvent is CN(C)C=O (DMF). Reaction conditions: time 72 hour. Product: C(C1=CC=CC=C1)OC(C1=CC(C(=O)OCC2=CC=CC=C2)=CC(=C1)NC(=O)C=1N=C(NC1CC1CCCCCC1)C1=CC2=CC=CC=C2C=C1)=O (5-[(5-Cycloheptylmethyl-2-naphthalen-2-yl-1H-imidazole-4-carbonyl)-amino]-isophthalic Acid Dibenzyl Ester). Isolated yield 46.0%. Reaction SMILES: [CH:1]1([CH2:8][C:9]2[NH:13][C:12]([C:14]3[CH:23]=[CH:22][C:21]4[C:16](=[CH:17][CH:18]=[CH:19][CH:20]=4)[CH:15]=3)=[N:11][C:10]=2[C:24](O)=[O:25])[CH2:7][CH2:6][CH2:5][CH2:4][CH2:3][CH2:2]1.[CH2:27]([O:34][C:35](=[O:53])[C:36]1[CH:51]=[C:50]([NH2:52])[CH:49]=[C:38]([C:39]([O:41][CH2:42][C:43]2[CH:48]=[CH:47][CH:46]=[CH:45][CH:44]=2)=[O:40])[CH:37]=1)[C:28]1[CH:33]=[CH:32][CH:31]=[CH:30][CH:29]=1.ON1C2C=CC=CC=2N=N1.Cl.CN(C)CCCN=C=NCC.Cl>CN(C=O)C.CN(C)C1C=CN=CC=1>[CH2:42]([O:41][C:39](=[O:40])[C:38]1[CH:49]=[C:50]([NH:52][C:24]([C:10]2[N:11]=[C:12]([C:14]3[CH:23]=[CH:22][C:21]4[C:16](=[CH:17][CH:18]=[CH:19][CH:20]=4)[CH:15]=3)[NH:13][C:9]=2[CH2:8][CH:1]2[CH2:2][CH2:3][CH2:4][CH2:5][CH2:6][CH2:7]2)=[O:25])[CH:51]=[C:36]([C:35]([O:34][CH2:27][C:28]2[CH:33]=[CH:32][CH:31]=[CH:30][CH:29]=2)=[O:53])[CH:37]=1)[C:43]1[CH:48]=[CH:47][CH:46]=[CH:45][CH:44]=1 |f:3.4|. Procedure details: To a solution of the product of step c above (500 mg, 1.44 mmol) and 5-amino-isophthalic acid dibenzyl ester (520 mg, 1.44 mmol) in DMF (3 ml) was added 1-hydroxybenzotriazole (HOBt) (195 mg, 1.44 mmol), 4-dimethylaminopyridine (DMAP) (cat.) and 1-(3-dimethylaminopropyl-3-ethylcarbodiimide hydrochloride (EDC) (280 mg, 1.44 mmol). The solution was kept at room temperature for 72 h, poured over 1M hydrochloric acid (20 ml) and the product was extracted with ethyl acetate (2×20 ml). The product cry... Starting materials: CC(=O)OC[C@@H]1[C@@H]([C@@H]([C@H]([C@H](O1)O[C@]2([C@H]([C@@H]([C@H](O2)CCl)O)O)CCl)O)O)Cl (Sucralose-6-acetate), [OH-].[K+] (KOH). The solvent is CO (methanol). Reaction conditions: time 4 hour. The product is C([C@H]1[C@@H]([C@@H]([C@@H]([C@H](O1)O[C@]2([C@H]([C@@H]([C@H](O2)CCl)O)O)CCl)O)O)Cl)O (sucralose). As a reaction SMILES: CC([O:4][CH2:5][C@H:6]1[O:11][C@H:10]([O:12][C@:13]2([CH2:22][Cl:23])[O:17][C@H:16]([CH2:18][Cl:19])[C@@H:15]([OH:20])[C@@H:14]2[OH:21])[C@H:9]([OH:24])[C@@H:8]([OH:25])[C@H:7]1[Cl:26])=O.[OH-].[K+]>CO>[CH2:5]([OH:4])[C@@H:6]1[O:11][C@H:10]([O:12][C@:13]2([CH2:22][Cl:23])[O:17][C@H:16]([CH2:18][Cl:19])[C@@H:15]([OH:20])[C@@H:14]2[OH:21])[C@@H:9]([OH:24])[C@@H:8]([OH:25])[C@H:7]1[Cl:26] |f:1.2|. Reported procedure: 20 g Sucralose-6-acetate was dissolved in 150 ml methanol, and the pH value of the solution was adjusted into 11 with KOH. The reaction was kept at 45° C. for 4 hours, then decolored with activated carbon, filtered and the filtrate was concentrated. 6 ml Water was added to the concentrate in 70° C. The resulting solution was Cooled gradually to room temperature and kept standing, then Filtered to obtain the product sucralose, 12.3 g. It was verified that the purity was over 99%. Procedure details: DEAD (0.63 ml, 4 mmol) is added to a suspension of ((S)-1-Hydroxymethyl-3,3-dimethyl-pent-4-enyl)-carbamic acid tert-butyl ester (1 g, 4 mmol), phthalimide (588 mg, 4 mmol) and PS-triphenylphosphine (3.72 g, 8 mmol) in THF (50 ml) and the resulting solution is stirred at room temperature overnight. The resin is removed by filtration, and the filtrate concentrated in vacuo. Purification by flash chromatography (SiO2, EtOAc/iso-hexane) yields [(S)-1-(1,3-Dioxo-1,3-dihydro-isoindol-2-ylmethyl)-3,3-... Conditions: time 8 hour. Reactants: CCOC(=O)/N=N/C(=O)OCC (DEAD), C(C)(C)(C)OC(N[C@@H](CC(C=C)(C)C)CO)=O (((S)-1-Hydroxymethyl-3,3-dimethyl-pent-4-enyl)-carbamic acid tert-butyl ester), C1(C=2C(C(N1)=O)=CC=CC2)=O (phthalimide), C1(=CC=CC=C1)P(C1=CC=CC=C1)C1=CC=CC=C1 (triphenylphosphine). Reaction SMILES: CCOC(/N=N/C(OCC)=O)=O.[C:13]([O:17][C:18](=[O:29])[NH:19][C@H:20]([CH2:27]O)[CH2:21][C:22]([CH3:26])([CH3:25])[CH:23]=[CH2:24])([CH3:16])([CH3:15])[CH3:14].[C:30]1(=[O:40])[NH:34][C:33](=[O:35])[C:32]2=[CH:36][CH:37]=[CH:38][CH:39]=[C:31]12.C1(P(C2C=CC=CC=2)C2C=CC=CC=2)C=CC=CC=1>C1COCC1>[C:13]([O:17][C:18](=[O:29])[NH:19][C@H:20]([CH2:27][N:34]1[C:30](=[O:40])[C:31]2[C:32](=[CH:36][CH:37]=[CH:38][CH:39]=2)[C:33]1=[O:35])[CH2:21][C:22]([CH3:26])([CH3:25])[CH:23]=[CH2:24])([CH3:16])([CH3:15])[CH3:14]. Product: C(C)(C)(C)OC(N[C@@H](CC(C=C)(C)C)CN1C(C2=CC=CC=C2C1=O)=O)=O ([(S)-1-(1,3-Dioxo-1,3-dihydro-isoindol-2-ylmethyl)-3,3-dimethyl-pent-4-enyl]-carbamic acid tert-butyl ester). Solvent: C1CCOC1 (THF). Reactants: CC(C)(C)OC(=O)NS(=O)(=O)NCCNc1nonc1-c1noc(=O)n1-c1ccc(F)c(Br)c1, O, O=C(O)C(F)(F)F. Yields the product NS(=O)(=O)NCCNc1nonc1-c1noc(=O)n1-c1ccc(F)c(Br)c1. As a reaction SMILES: [Br:8][c:9]1[cH:10][c:11](-[n:16]2[c:17](-[c:22]3[c:23]([NH:27][CH2:28][CH2:29][NH:30][S:31](=[O:32])(=[O:33])[NH:34][C:35](=[O:36])[O:37][C:38]([CH3:39])([CH3:40])[CH3:41])[n:24][o:25][n:26]3)[n:18][o:19][c:20]2=[O:21])[cH:12][cH:13][c:14]1[F:15].[OH2:42].[OH:1][C:2]([C:3]([F:4])([F:5])[F:6])=[O:7]>>[Br:8][c:9]1[cH:10][c:11](-[n:16]2[c:17](-[c:22]3[c:23]([NH:27][CH2:28][CH2:29][NH:30][S:31](=[O:32])(=[O:33])[NH2:34])[n:24][o:25][n:26]3)[n:18][o:19][c:20]2=[O:21])[cH:12][cH:13][c:14]1[F:15]. As a reaction SMILES: [CH3:29][O:30][S:31]([O:32][CH3:33])(=[O:34])=[O:35].[Fe+3:40].[N+:36]([O-:37])([O-:38])=[O:39].[N+:41]([O-:42])([O-:43])=[O:44].[N+:45]([O-:46])([O-:47])=[O:48].[NH3:1].[c:2]1([CH:8]([C:9]#[N:10])[O:11][c:12]2[cH:13][cH:14][c:15]([CH:18]3[CH2:19][CH2:20][N:21]([CH3:28])[c:22]4[cH:23][cH:24][cH:25][cH:26][c:27]43)[cH:16][cH:17]2)[cH:3][cH:4][cH:5][cH:6][cH:7]1>>[c:2]1([C:8]([C:9]#[N:10])([O:11][c:12]2[cH:13][cH:14][c:15]([CH:18]3[CH2:19][CH2:20][N:21]([CH3:28])[c:22]4[cH:23][cH:24][cH:25][cH:26][c:27]43)[cH:16][cH:17]2)[CH3:29])[cH:3][cH:4][cH:5][cH:6][cH:7]1. The product is CN1CCC(c2ccc(OC(C)(C#N)c3ccccc3)cc2)c2ccccc21. The reactants are COS(=O)(=O)OC, [Fe+3], O=[N+]([O-])[O-], O=[N+]([O-])[O-], O=[N+]([O-])[O-], N, CN1CCC(c2ccc(OC(C#N)c3ccccc3)cc2)c2ccccc21. Reactants: ice, FC1=C(C=CC(=C1)F)[C@@](CN1N=CN=C1)([C@@H](C)N1CCNCC1)O ((2R,3R)-2-(2,4-difluorophenyl)-3-(piperazin-1-yl)-1-(1H-1,2,4-triazol-1-yl)butan-2-ol), C1(=CC=CC=C1)N=C=O (phenylisocyanate). The solvent is C(C)#N (acetonitrile), C(C)#N (acetonitrile), C(C)(=O)OCC (ethyl acetate). Reaction conditions: temperature 0 celsius, time 2 hour. Yields the product N(C1=CC=CC=C1)C(=O)N1CCN(CC1)[C@@H]([C@@](CN1N=CN=C1)(O)C1=C(C=C(C=C1)F)F)C ((2R,3R)-3-(4-Anilinocarbonylpiperazin-1-yl)-2-(2,4-difluorophenyl)-1-(1H-1,2,4-triazol-1-yl)butan-2-ol). The yield is 84.6%. As a reaction SMILES: [F:1][C:2]1[CH:7]=[C:6]([F:8])[CH:5]=[CH:4][C:3]=1[C@:9]([OH:24])([C@H:16]([N:18]1[CH2:23][CH2:22][NH:21][CH2:20][CH2:19]1)[CH3:17])[CH2:10][N:11]1[CH:15]=[N:14][CH:13]=[N:12]1.[C:25]1([N:31]=[C:32]=[O:33])[CH:30]=[CH:29][CH:28]=[CH:27][CH:26]=1>C(#N)C.C(OCC)(=O)C>[NH:31]([C:32]([N:21]1[CH2:20][CH2:19][N:18]([C@H:16]([CH3:17])[C@:9]([C:3]2[CH:4]=[CH:5][C:6]([F:8])=[CH:7][C:2]=2[F:1])([OH:24])[CH2:10][N:11]2[CH:15]=[N:14][CH:13]=[N:12]2)[CH2:23][CH2:22]1)=[O:33])[C:25]1[CH:30]=[CH:29][CH:28]=[CH:27][CH:26]=1. Procedure details: To a ice cooled solution of (2R,3R)-2-(2,4-diflurophenyl)-3-(piperazin-1-yl)-1-(1H-1,2,4-triazole-1-yl)butan-2-ol 2 (150 mg, 0.44 mmol) in acetonitrile (10 ml) was added phenylisocyanate (60 mg, 0.5 mmol) in acetonitrile (4 ml). The reaction mixture was stirred at 0° C. for 2 h, diluted with 20 ml of ethyl acetate and successively washed with water, brine and dried over sodium sulphate. This organic extract was concentrated and the residue was purified by passing through a column of silica gel (... Reactants: N#CCC(=O)O, COc1cc(N)cc(OC)c1OC, CC(C)N=C=NC(C)C, C1CCOC1. The product is COc1cc(NC(=O)CC#N)cc(OC)c1OC. As a reaction SMILES: [C:14](#[N:15])[CH2:16][C:17](=[O:18])[OH:19].[CH3:1][O:2][c:3]1[cH:4][c:5]([NH2:6])[cH:7][c:8]([O:12][CH3:13])[c:9]1[O:10][CH3:11].[CH3:20][CH:21]([N:22]=[C:23]=[N:24][CH:25]([CH3:26])[CH3:27])[CH3:28].[O:29]1[CH2:30][CH2:31][CH2:32][CH2:33]1>>[CH3:1][O:2][c:3]1[cH:4][c:5]([NH:6][C:17]([CH2:16][C:14]#[N:15])=[O:18])[cH:7][c:8]([O:12][CH3:13])[c:9]1[O:10][CH3:11]. The reactants are N1C=NC(=C1)C1=CC=C(N)C=C1 (4-(1H-imidazol-4-yl)aniline), Cl (HCl), CCN(C(C)C)C(C)C (Hunig's base), ClCl (chlorine), C(C)(=O)N1C(C(C2=CC(=CC=C12)[N+](=O)[O-])=C(C1=CC=C(C=C1)CN1C(C=2C(C1=O)=CC=CC2)=O)Cl)=O (1-acetyl-3-[1-chloro-1-(4-phthalimidomethyl-phenyl)methylidene}-5-nitro-2-indolinone). Solvent: C(Cl)Cl (CH2Cl2), C(Cl)Cl (CH2Cl2). The product is C(C)(=O)N1C(\C(\C2=CC(=CC=C12)[N+](=O)[O-])=C(\C1=CC=C(C=C1)CN1C(C=2C(C1=O)=CC=CC2)=O)/NC2=CC=C(C=C2)C=2N=CNC2)=O (1-acetyl-3-{(Z)-1-[4-(1H-imidazol-4-yl)anilino]-1-(4-phthalimidomethyl-phenyl)methylidene}-5-nitro-2-indolinone). RXN SMILES: ClCl.[C:3]([N:6]1[C:14]2[C:9](=[CH:10][C:11]([N+:15]([O-:17])=[O:16])=[CH:12][CH:13]=2)[C:8](=[C:18](Cl)[C:19]2[CH:24]=[CH:23][C:22]([CH2:25][N:26]3[C:30](=[O:31])[C:29]4=[CH:32][CH:33]=[CH:34][CH:35]=[C:28]4[C:27]3=[O:36])=[CH:21][CH:20]=2)[C:7]1=[O:38])(=[O:5])[CH3:4].[NH:39]1[CH:43]=[C:42]([C:44]2[CH:50]=[CH:49][C:47]([NH2:48])=[CH:46][CH:45]=2)[N:41]=[CH:40]1.Cl.CCN(C(C)C)C(C)C>C(Cl)Cl>[C:3]([N:6]1[C:14]2[C:9](=[CH:10][C:11]([N+:15]([O-:17])=[O:16])=[CH:12][CH:13]=2)/[C:8](=[C:18](/[NH:48][C:47]2[CH:46]=[CH:45][C:44]([C:42]3[N:41]=[CH:40][NH:39][CH:43]=3)=[CH:50][CH:49]=2)\[C:19]2[CH:24]=[CH:23][C:22]([CH2:25][N:26]3[C:30](=[O:31])[C:29]4=[CH:32][CH:33]=[CH:34][CH:35]=[C:28]4[C:27]3=[O:36])=[CH:21][CH:20]=2)/[C:7]1=[O:38])(=[O:5])[CH3:4]. Procedure: A solution of 0.50 g (1 mmol) of the chlorine compound obtained in (b) in 20 ml of CH2Cl2 is added to a cold (Ti =-60° C.) stirred suspension of 0.35 g (1.5 mmol) of 4-(1H-imidazol-4-yl)aniline×2 HCl (melting point: 350° C.) and 0.77 ml (4.5 mmol) of Hunig's base in 20 ml CH2Cl2 and stirred overnight at ambient temperature. After evaporation in vacuo and evaporation twice with toluene in vacuo the residue obtained is triturated with EtOH. The reactants are C(C)(=O)C=1OC(=CC1)CC1=CC=C(C=C1)F (2-acetyl-5-(4-fluorobenzyl)furan), C(C)OC(C[Si](C)(C)C)=O (trimethylsilylacetic acid ethyl ester). Reagents/catalysts: [F-].C(CCC)[N+](CCCC)(CCCC)CCCC (tetrabutylammoniumfluoride). The solvent is C1CCOC1 (THF). Reaction conditions: time 15 minute. Yields the product FC1=CC=C(CC2=CC=C(O2)C(=C)O[Si](C)(C)C)C=C1 ([1-[5-(4-fluorobenzyl)furan-2-yl]vinyloxy]-trimethylsilane). Isolated yield 87.6%. RXN SMILES: [C:1]([C:4]1[O:5][C:6]([CH2:9][C:10]2[CH:15]=[CH:14][C:13]([F:16])=[CH:12][CH:11]=2)=[CH:7][CH:8]=1)(=[O:3])[CH3:2].C(OC(=O)[CH2:21][Si:22](C)([CH3:24])[CH3:23])C>C1COCC1.[F-].C([N+](CCCC)(CCCC)CCCC)CCC>[F:16][C:13]1[CH:14]=[CH:15][C:10]([CH2:9][C:6]2[O:5][C:4]([C:1]([O:3][Si:22]([CH3:24])([CH3:23])[CH3:21])=[CH2:2])=[CH:8][CH:7]=2)=[CH:11][CH:12]=1 |f:3.4|. Reported procedure: A solution of 2-acetyl-5-(4-fluorobenzyl)furan (10 g, 46 mmol) and trimethylsilylacetic acid ethyl ester (10.9 g, 68 mmol) in anhydrous THF (30 ml) was cooled at −20° C. To a solution was added anhydrous tetrabutylammoniumfluoride (0.2 g). The reaction mixture was gradually warmed up to room temperature and stirred for 15 minutes at 50° C. The THF was evaporated under reduced pressure. The residue was distilled under reduced pressure. The fraction showing b.p. 130° C. (0.5 mmHg) was collected to... The reactants are OC=1C=C(C=CC1OC)C=1OC=C(N1)CCC(=O)C1=NC=CC=C1C (3-[2-(3-hydroxy-4-methoxy phenyl)oxazol-4-yl]-1-(3-methylpyridin-2-yl)propan-1-one), BrC(CC)CC (3-bromopentane). Yields the product C(C)C(CC)OC=1C=C(C=CC1OC)C=1OC=C(N1)CCC(=O)C1=NC=CC=C1C (3-{2-[3-(1-ethylpropoxy)-4-methoxy phenyl]oxazol-4-yl}-1-(3-methylpyridin-2-yl)propan-1-one). Reaction SMILES: [OH:1][C:2]1[CH:3]=[C:4]([C:10]2[O:11][CH:12]=[C:13]([CH2:15][CH2:16][C:17]([C:19]3[C:24]([CH3:25])=[CH:23][CH:22]=[CH:21][N:20]=3)=[O:18])[N:14]=2)[CH:5]=[CH:6][C:7]=1[O:8][CH3:9].Br[CH:27]([CH2:30][CH3:31])[CH2:28][CH3:29]>>[CH2:28]([CH:27]([O:1][C:2]1[CH:3]=[C:4]([C:10]2[O:11][CH:12]=[C:13]([CH2:15][CH2:16][C:17]([C:19]3[C:24]([CH3:25])=[CH:23][CH:22]=[CH:21][N:20]=3)=[O:18])[N:14]=2)[CH:5]=[CH:6][C:7]=1[O:8][CH3:9])[CH2:30][CH3:31])[CH3:29]. Reported procedure: Using the compound obtained in Example 136 and 3-bromopentane, white powdery 3-{2-[3-(1-ethylpropoxy)-4-methoxy phenyl]oxazol-4-yl}-1-(3-methylpyridin-2-yl)propan-1-one was obtained following the procedure of Example 3.